Dataset: the Open Reaction Database (ORD), a public repository of structured organic reaction records. Task: describe an organic reaction: reactants, conditions, products, and yield Reactants: O=C(CCl)N1CCOCC1, CCOC(=O)c1c2ccc(CC(=O)NO)ccc-2c(C(=O)OCC)c1N, [Na]. Yields the product CCOC(=O)c1c2ccc(CC(=O)NOCC(=O)N3CCOCC3)ccc-2c(C(=O)OCC)c1N. As a reaction SMILES: [Cl:28][CH2:29][C:30](=[O:31])[N:32]1[CH2:33][CH2:34][O:35][CH2:36][CH2:37]1.[NH2:2][c:3]1[c:4]([C:23](=[O:24])[O:25][CH2:26][CH3:27])[c:5]2[cH:6][cH:7][c:8]([CH2:18][C:19]([NH:20][OH:21])=[O:22])[cH:9][cH:10][c:11]-2[c:12]1[C:13](=[O:14])[O:15][CH2:16][CH3:17].[Na:1]>>[NH2:2][c:3]1[c:4]([C:23](=[O:24])[O:25][CH2:26][CH3:27])[c:5]2[cH:6][cH:7][c:8]([CH2:18][C:19]([NH:20][O:21][CH2:29][C:30](=[O:31])[N:32]3[CH2:33][CH2:34][O:35][CH2:36][CH2:37]3)=[O:22])[cH:9][cH:10][c:11]-2[c:12]1[C:13](=[O:14])[O:15][CH2:16][CH3:17]. Reported procedure: In a similar manner to Example 9 reaction of 7-methylthio-4-oxo-2-(2-propoxyphenyl)-3,4-dihydropyrimido[4,5-d]pyrimidine (0.60 g) and 33% ethylamine in ethanol (20 ml) yielded the title compound, 0.29 g, m.p. 181°-182° C. (recrystallised from ethanol/water and then from ethanol). As a reaction SMILES: CS[C:3]1[N:8]=[C:7]2[N:9]=[C:10]([C:14]3[CH:19]=[CH:18][CH:17]=[CH:16][C:15]=3[O:20][CH2:21][CH2:22][CH3:23])[NH:11][C:12](=[O:13])[C:6]2=[CH:5][N:4]=1.[CH2:24]([NH2:26])[CH3:25]>C(O)C>[CH2:24]([NH:26][C:3]1[N:8]=[C:7]2[N:9]=[C:10]([C:14]3[CH:19]=[CH:18][CH:17]=[CH:16][C:15]=3[O:20][CH2:21][CH2:22][CH3:23])[NH:11][C:12](=[O:13])[C:6]2=[CH:5][N:4]=1)[CH3:25]. Run in C(C)O (ethanol). The reactants are CSC1=NC=C2C(=N1)N=C(NC2=O)C2=C(C=CC=C2)OCCC (7-methylthio-4-oxo-2-(2-propoxyphenyl)-3,4-dihydropyrimido[4,5-d]pyrimidine), C(C)N (ethylamine). Yields the product C(C)NC1=NC=C2C(=N1)N=C(NC2=O)C2=C(C=CC=C2)OCCC (7-Ethylamino-4-oxo-2-(2-propoxyphenyl)-3,4-dihydropyrimido[4,5-d]pyrimidine). The reactants are ClC1=NC(=CC=C1)C(F)(F)F (2-chloro-6-trifluoromethyl pyridine), N1CCNCC1 (piperazine). Procedure: 54.4 g of 2-chloro-6-trifluoromethyl pyridine are dissolved into a mixture of 350 ml of acetonitrile and 77.4 g of anhydrous piperazine. The mixture is filtered and washed with acetonitrile. The solvent is evaporated. The residue is taken up with dichloromethane and washed with water. The solution is dried over magnesium sulfate. The solvent is evaporated and the residue distilled, to obtain 56.4 g of 1-[6-(trifluoromethyl)-2-pyridinyl]piperazine (81.4% yield), having a boiling point of 103° C. ... As a reaction SMILES: Cl[C:2]1[CH:7]=[CH:6][CH:5]=[C:4]([C:8]([F:11])([F:10])[F:9])[N:3]=1.[NH:12]1[CH2:17][CH2:16][NH:15][CH2:14][CH2:13]1>C(#N)C>[F:9][C:8]([F:11])([F:10])[C:4]1[N:3]=[C:2]([N:12]2[CH2:17][CH2:16][NH:15][CH2:14][CH2:13]2)[CH:7]=[CH:6][CH:5]=1. Solvent: C(C)#N (acetonitrile). The yield is 81.4%. The product is FC(C1=CC=CC(=N1)N1CCNCC1)(F)F (1-[6-(trifluoromethyl)-2-pyridinyl]piperazine). Starting materials: CC(C)(C)[Si](O[C@H]1[C@@H](O[C@@H]([C@H]1O[Si](C)(C)C(C)(C)C)CO[Si](C)(C)C(C)(C)C)N1C(=O)NC(=O)C=C1)(C)C (2',3',5'-tris-O-((1,1-dimethylethyl)dimethylsilyl)uridine), C1(=CC=CC=C1)[Si](C1=CC=CC=C1)(C1=CC=CC=C1)Cl (triphenylsilylchloride). Product: C1(=CC=CC=C1)[Si](C=1C(NC(N([C@H]2[C@H](O[Si](C)(C)C(C)(C)C)[C@H](O[Si](C)(C)C(C)(C)C)[C@@H](CO[Si](C)(C)C(C)(C)C)O2)C1)=O)=O)(C1=CC=CC=C1)C1=CC=CC=C1 (5-Triphenylsilyl-2',3',5'-tris-O-((1,1-dimethylethyl)dimethylsilyl)uridine). Reaction SMILES: [CH3:1][C:2]([Si:5]([CH3:38])([CH3:37])[O:6][C@@H:7]1[C@H:11]([O:12][Si:13]([C:16]([CH3:19])([CH3:18])[CH3:17])([CH3:15])[CH3:14])[C@@H:10]([CH2:20][O:21][Si:22]([C:25]([CH3:28])([CH3:27])[CH3:26])([CH3:24])[CH3:23])[O:9][C@H:8]1[N:29]1[CH:36]=[CH:35][C:33](=[O:34])[NH:32][C:30]1=[O:31])([CH3:4])[CH3:3].[C:39]1([Si:45](Cl)([C:52]2[CH:57]=[CH:56][CH:55]=[CH:54][CH:53]=2)[C:46]2[CH:51]=[CH:50][CH:49]=[CH:48][CH:47]=2)[CH:44]=[CH:43][CH:42]=[CH:41][CH:40]=1>>[C:52]1([Si:45]([C:39]2[CH:40]=[CH:41][CH:42]=[CH:43][CH:44]=2)([C:46]2[CH:51]=[CH:50][CH:49]=[CH:48][CH:47]=2)[C:35]2[C:33](=[O:34])[NH:32][C:30](=[O:31])[N:29]([CH:36]=2)[C@@H:8]2[O:9][C@H:10]([CH2:20][O:21][Si:22]([C:25]([CH3:26])([CH3:27])[CH3:28])([CH3:23])[CH3:24])[C@@H:11]([O:12][Si:13]([C:16]([CH3:17])([CH3:18])[CH3:19])([CH3:14])[CH3:15])[C@H:7]2[O:6][Si:5]([C:2]([CH3:1])([CH3:3])[CH3:4])([CH3:38])[CH3:37])[CH:53]=[CH:54][CH:55]=[CH:56][CH:57]=1. Procedure details: 5-Triphenylsilyl-2',3',5'-tris-O-((1,1-dimethylethyl)dimethylsilyl)uridine was prepared as a colourless foam from 2',3',5'-tris-O-((1,1-dimethylethyl)dimethylsilyl)uridine according to the method of Example 1 step (i) (using triphenylsilylchloride instead of benzophenone). Reported procedure: To a solution of (6-fluoro-2,3,4,9-tetrahydro-1H-carbazol-3-yl)acetonitrile (0.423 g, 1.857 mmol) in ethanol (55 mL) kept under nitrogen was added concentrated aqueous ammonia (38 mL) followed by 5% rhodium on alumina catalyst (40% by weight). The mixture was hydrogenated at room temperature and 50 psi for 24 hours. Following TLC, additional catalyst (1.130 g) was added and the hydrogenation was resumed. After 6 hours the catalyst was filtered off over Celite, the cake washed with ethanol and th... Reaction SMILES: [F:1][C:2]1[CH:3]=[C:4]2[C:12](=[CH:13][CH:14]=1)[NH:11][C:10]1[CH2:9][CH2:8][CH:7]([CH2:15][C:16]#[N:17])[CH2:6][C:5]2=1.N>C(O)C.[Rh]>[F:1][C:2]1[CH:3]=[C:4]2[C:12](=[CH:13][CH:14]=1)[NH:11][C:10]1[CH2:9][CH2:8][CH:7]([CH2:15][CH2:16][NH2:17])[CH2:6][C:5]2=1. Run at time 24 hour. Product: FC=1C=C2C=3CC(CCC3NC2=CC1)CCN (2-(6-Fluoro-2,3,4,9-tetrahydro-1H-carbazol-3-yl)-ethylamine), foam. Run in C(C)O (ethanol). Reagents/catalysts: [Rh] (rhodium on alumina), catalyst. Starting materials: FC=1C=C2C=3CC(CCC3NC2=CC1)CC#N ((6-fluoro-2,3,4,9-tetrahydro-1H-carbazol-3-yl)acetonitrile), N (ammonia).